Task: describe an organic reaction: reactants, conditions, products, and yield. Dataset: the Open Reaction Database (ORD), a public repository of structured organic reaction records The reactants are Fc1ccccc1CBr, O=C([O-])[O-], CCOC(C)=O, CC#N, [K+], [K+], CC(C)(C)OC(=O)N1C(c2ccc(O)cc2)CCC1(C)C(N)=O, O. The product is CC(C)(C)OC(=O)N1C(c2ccc(OCc3ccccc3F)cc2)CCC1(C)C(N)=O. RXN SMILES: [Br:30][CH2:31][c:32]1[c:33]([F:38])[cH:34][cH:35][cH:36][cH:37]1.[C:24](=[O:25])([O-:26])[O-:27].[CH3:39][CH2:40][O:41][C:42](=[O:43])[CH3:44].[CH3:45][C:46]#[N:47].[K+:28].[K+:29].[NH2:1][C:2](=[O:3])[C:4]1([CH3:23])[N:5]([C:16](=[O:17])[O:18][C:19]([CH3:20])([CH3:21])[CH3:22])[CH:6]([c:9]2[cH:10][cH:11][c:12]([OH:15])[cH:13][cH:14]2)[CH2:7][CH2:8]1.[OH2:48]>>[NH2:1][C:2](=[O:3])[C:4]1([CH3:23])[N:5]([C:16](=[O:17])[O:18][C:19]([CH3:20])([CH3:21])[CH3:22])[CH:6]([c:9]2[cH:10][cH:11][c:12]([O:15][CH2:31][c:32]3[c:33]([F:38])[cH:34][cH:35][cH:36][cH:37]3)[cH:13][cH:14]2)[CH2:7][CH2:8]1.